Dataset: the Open Reaction Database (ORD), a public repository of structured organic reaction records. Task: describe an organic reaction: reactants, conditions, products, and yield Yields the product BrC=1SC=2C(=CC3=C(C(C2C1)=O)C=CC=C3)OC (2-Bromo-10-methoxy-1-thiabenzo[f]azulen-4-one). Procedure: A methanol (1100 mL) solution of the compound obtained in Example 13 (90.2 g, 200 mmol) was refluxed while heating overnight. After allowing the mixture to cool in the air, DBU (63.4 g, 417 mmol) was further added thereto, and the mixture was refluxed while heating for another overnight. The reaction mixture was allowed to cool in the air, and the precipitated crystals were separated by filtration and dried, to give the captioned compound in an amount of 55.7 g, 173 mmol (2 steps, 87%). The reactants are BrC=1SC=2C(C(C3=C(C(C2C1)=O)C=CC=C3)Br)Br (2,9,10-Tribromo-9,10-dihydro-1-thiabenzo[f]azulen-4-one), CO (methanol), C1CCC2=NCCCN2CC1 (DBU). As a reaction SMILES: [Br:1][C:2]1[S:3][C:4]2[CH:5](Br)[CH:6](Br)[C:7]3[CH:16]=[CH:15][CH:14]=[CH:13][C:8]=3[C:9](=[O:12])[C:10]=2[CH:11]=1.C1CCN2C(=NCCC2)CC1.[CH3:30][OH:31]>>[Br:1][C:2]1[S:3][C:4]2[C:5]([O:31][CH3:30])=[CH:6][C:7]3[CH:16]=[CH:15][CH:14]=[CH:13][C:8]=3[C:9](=[O:12])[C:10]=2[CH:11]=1. Starting materials: COC1=C(C(=CC(=C1)C1=NN=NN1)[N+](=O)[O-])O (2-methoxy-6-nitro-4-(1H-tetrazol-5-yl)phenol). The solvent is Br (hydrobromic acid). Run at time 8 hour. Yields the product [N+](=O)([O-])C1=C(C(O)=CC(=C1)C1=NN=NN1)O (3-nitro-5-(1H-tetrazol-5-yl)-pyrocatechol). Reaction SMILES: C[O:2][C:3]1[CH:8]=[C:7]([C:9]2[NH:13][N:12]=[N:11][N:10]=2)[CH:6]=[C:5]([N+:14]([O-:16])=[O:15])[C:4]=1[OH:17]>Br>[N+:14]([C:5]1[CH:6]=[C:7]([C:9]2[NH:13][N:12]=[N:11][N:10]=2)[CH:8]=[C:3]([OH:2])[C:4]=1[OH:17])([O-:16])=[O:15]. Procedure details: 4.0 g of 2-methoxy-6-nitro-4-(1H-tetrazol-5-yl)phenol are treated with 40 ml of constant-boiling hydrobromic acid, whereupon the mixture is stirred at 140° for 8 hours under a nitrogen atmostphere. After cooling, the mixture is poured on to ice. The separated precipitate is filtered under suction and recrystallized from ether. There is obtained 3-nitro-5-(1H-tetrazol-5-yl)-pyrocatechol in the form of orange crystals of m.p. >240° (dec.). Reaction conditions: temperature 80 celsius, time 18 hour. The reactants are [Zn], c1(ccccc1)CBr. As a reaction SMILES: [Br:1][CH2:2][c:3]1[cH:8][cH:7][cH:6][cH:5][cH:4]1.[Zn:9]>>[Br:1][Zn:9][CH2:2][c:3]1[cH:8][cH:7][cH:6][cH:5][cH:4]1. Run in CN1CCCC1=O (NMP). The product is Br[Zn]Cc1ccccc1. The reagents and catalysts are c1ccc(cc1)-c2c3ccccc3cc4ccccc24 (9-Phenylanthracene), [Zn] (Zinc Consumed).